From a dataset of the Open Reaction Database (ORD), a public repository of structured organic reaction records. describe an organic reaction: reactants, conditions, products, and yield The reactants are OC1=CC=C(C=C1)N1C=CC=C1 (1-(4-hydroxyphenyl)pyrrole), C([O-])([O-])=O.[K+].[K+] (potassium carbonate), BrCCCCl (1-bromo-3-chloropropane). The solvent is CN(C=O)C (N,N-dimethylformamide). Product: ClCCCOC1=CC=C(C=C1)N1C=CC=C1 (1-[4-(3-chloropropoxy)phenyl]pyrrole). Reaction SMILES: [OH:1][C:2]1[CH:7]=[CH:6][C:5]([N:8]2[CH:12]=[CH:11][CH:10]=[CH:9]2)=[CH:4][CH:3]=1.C(=O)([O-])[O-].[K+].[K+].Br[CH2:20][CH2:21][CH2:22][Cl:23]>CN(C)C=O>[Cl:23][CH2:22][CH2:21][CH2:20][O:1][C:2]1[CH:3]=[CH:4][C:5]([N:8]2[CH:12]=[CH:11][CH:10]=[CH:9]2)=[CH:6][CH:7]=1 |f:1.2.3|. Reported procedure: Following the procedure described in example 1§E, but starting from 1-(4-hydroxyphenyl)pyrrole (0.8 g), potassium carbonate (3.2 g) and 1-bromo-3-chloropropane (2.5 mL) in N,N-dimethylformamide (10 mL) affords 1.37 g of 1-[4-(3-chloropropoxy)phenyl]pyrrole as a brown solid used without further purification. The reactants are [Cr](=O)(=O)([O-])Cl.[NH+]1=CC=CC=C1 (Pyridinium chlorochromate), ClC1=C(C(=C(C(=O)OCC)C=C1)F)C(C)O (ethyl 4-chloro-2-fluoro-3-(1-hydroxyethyl)benzoate). Run in ClCCl (dichloromethane). Reaction conditions: time 2 hour. Yields the product ClC1=C(C(=C(C(=O)OCC)C=C1)F)C(C)=O (ethyl 4-chloro-3-acetyl-2-fluorobenzoate). Isolated yield 93.0%. Reaction SMILES: [Cr](Cl)([O-])(=O)=O.[NH+]1C=CC=CC=1.[Cl:12][C:13]1[CH:23]=[CH:22][C:16]([C:17]([O:19][CH2:20][CH3:21])=[O:18])=[C:15]([F:24])[C:14]=1[CH:25]([OH:27])[CH3:26]>ClCCl>[Cl:12][C:13]1[CH:23]=[CH:22][C:16]([C:17]([O:19][CH2:20][CH3:21])=[O:18])=[C:15]([F:24])[C:14]=1[C:25](=[O:27])[CH3:26] |f:0.1|. Procedure: Pyridinium chlorochromate (27.6 g) was suspended in dichloromethane and ethyl 4-chloro-2-fluoro-3-(1-hydroxyethyl)benzoate (14.1 g) was added. The mixture was stirred at room temperature for 2 hours and then heated at reflux for 2 hours. After cooling the solvent was evaporated and the residue purified by column chromatography eluted with a mixture of ethyl acetate and n-hexane (1:5) to give ethyl 4-chloro-3-acetyl-2-fluorobenzoate as a yellow oil (13 g), NMR (CDCl3) 1.3(t,3H), 2.5(s,3H), 4.3(q,... Run at temperature 0 celsius, time 1 hour. Product: C(C)(C)(C)C1=C(C(=CC(=C1)N=O)C(C)(C)C)O (2,6-ditert-butyl-4-nitrosophenol). The reactants are N(=O)[O-].[Na+] (sodium nitrite), ice water, C1(=CC=CC=C1)O (phenol), Cl (hydrochloric acid), C(C)(C)(C)C1=C(C(=CC=C1)C(C)(C)C)O (2,6-ditertbutylphenol). Run in O (water), C(C)O (ethanol), C(C)O (ethanol). Reported procedure: In a 500 ml round flask equipped with a thermometer, stirrer and nitrogen inlet was added 2,6-ditertbutylphenol (50 g, 0.243 moles) and ethanol (95%, I00 ml). The solution was stirred until all of the phenol dissolved. The solution was then cooled to 0° C and concentrated hydrochloric acid (26.3 g, 0.267 moles) was slowly added. A solution of sodium nitrite (17.56 g, 0.254 moles) in water (75 ml) was then added dropwise so as to keep the temperature of the reaction between 0 °and 10° C. (1 hr). ... RXN SMILES: [C:1]([C:5]1[CH:10]=[CH:9][CH:8]=[C:7]([C:11]([CH3:14])([CH3:13])[CH3:12])[C:6]=1[OH:15])([CH3:4])([CH3:3])[CH3:2].C1(O)C=CC=CC=1.Cl.[N:24]([O-])=[O:25].[Na+]>O.C(O)C>[C:11]([C:7]1[CH:8]=[C:9]([N:24]=[O:25])[CH:10]=[C:5]([C:1]([CH3:4])([CH3:3])[CH3:2])[C:6]=1[OH:15])([CH3:14])([CH3:13])[CH3:12] |f:3.4|. The reactants are Cl.N(N)C=1C=CC2=C(C(=CS2)C)C1 (5-hydrazino-3-methylbenzothiophene hydrochloride), C(CC)N1CCC(CC1)=O (1-propyl-4-piperidone). Yields the product CC1=CSC=2C1=C1C3=C(NC1=CC2)CCN(C3)CCC (1-Methyl-9-propyl-7,8,9,10-tetrahydrothieno[3,2-e]pyrido[4,3-b]indole). RXN SMILES: Cl.[NH:2]([C:4]1[CH:5]=[CH:6][C:7]2[S:11][CH:10]=[C:9]([CH3:12])[C:8]=2[CH:13]=1)N.[CH2:14]([N:17]1[CH2:22][CH2:21][C:20](=O)[CH2:19][CH2:18]1)[CH2:15][CH3:16]>>[CH3:12][C:9]1[C:8]2=[C:13]3[C:4](=[CH:5][CH:6]=[C:7]2[S:11][CH:10]=1)[NH:2][C:20]1[CH2:21][CH2:22][N:17]([CH2:14][CH2:15][CH3:16])[CH2:18][C:19]3=1 |f:0.1|. Reported procedure: The compound is formed analogously to that described in Example 5, from 2.15 g of 5-hydrazino-3-methylbenzothiophene hydrochloride and 1.9 g of 1-propyl-4-piperidone. Melting point: 169° C. Starting materials: C(C1=CC=CC=C1)(=O)C=1C(=NC(=CC1NS(=O)(=O)C1=CC=C(C=C1)C)CC)C (3-benzoyl-6-ethyl-2-methyl-4-[(4-methylphenylsulphonyl)amino]pyridine), C([O-])([O-])=O.[Na+].[Na+] (sodium carbonate). Solvent: S(O)(O)(=O)=O (sulphuric acid). Yields the product NC1=C(C(=NC(=C1)CC)C)C(C1=CC=CC=C1)=O (4-amino-3-benzoyl-6-ethyl-2-methylpyridine). Yield: 89.8%. Reaction SMILES: [C:1]([C:9]1[C:10]([CH3:28])=[N:11][C:12]([CH2:26][CH3:27])=[CH:13][C:14]=1[NH:15]S(C1C=CC(C)=CC=1)(=O)=O)(=[O:8])[C:2]1[CH:7]=[CH:6][CH:5]=[CH:4][CH:3]=1.C(=O)([O-])[O-].[Na+].[Na+]>S(=O)(=O)(O)O>[NH2:15][C:14]1[CH:13]=[C:12]([CH2:26][CH3:27])[N:11]=[C:10]([CH3:28])[C:9]=1[C:1](=[O:8])[C:2]1[CH:3]=[CH:4][CH:5]=[CH:6][CH:7]=1 |f:1.2.3|. Procedure details: A solution of compound D (0.64 g) in concentrated sulphuric acid (3 ml) was heated at 50° C. for 1 hour. The solution was cooled to ambient temperature and added cautiously to crushed ice. The mixture was basified to pH 9 with solid sodium carbonate and the precipitate was collected by filtration to give 4-amino-3-benzoyl-6-ethyl-2-methylpyridine (B) (0.35 g) as a solid, m.p. 149°-151° C.; NMR (d6 -DMSO): 1.19(t, 3H), 1.97(s, 3H), 2.53(q, 2H), 5.78(s, 2H), 6.40(s, 1H), 7.49-7.73(m, 5H); mass spe... The reactants are O=C([O-])[O-], ClCc1ccccc1, [I-], [K+], [K+], [Na+], CN(C)C=O, CC(=O)N1CC2CCC3c4ccc(O)cc4CCC23C1. As a reaction SMILES: [C:21](=[O:22])([O-:23])[O-:24].[Cl:27][CH2:28][c:29]1[cH:30][cH:31][cH:32][cH:33][cH:34]1.[I-:36].[K+:25].[K+:26].[Na+:35].[O:37]=[CH:38][N:39]([CH3:40])[CH3:41].[OH:1][c:2]1[cH:3][c:4]2[c:5]([cH:19][cH:20]1)[CH:6]1[CH2:7][CH2:8][CH:9]3[CH2:10][N:11]([C:16]([CH3:17])=[O:18])[CH2:12][C:13]13[CH2:14][CH2:15]2>>[O:1]([c:2]1[cH:3][c:4]2[c:5]([cH:19][cH:20]1)[CH:6]1[CH2:7][CH2:8][CH:9]3[CH2:10][N:11]([C:16]([CH3:17])=[O:18])[CH2:12][C:13]13[CH2:14][CH2:15]2)[CH2:28][c:29]1[cH:30][cH:31][cH:32][cH:33][cH:34]1. Product: CC(=O)N1CC2CCC3c4ccc(OCc5ccccc5)cc4CCC23C1.